This data is from the Open Reaction Database (ORD), a public repository of structured organic reaction records. The task is: describe an organic reaction: reactants, conditions, products, and yield Starting materials: C1CCOC1, NC1CC1, Cc1ccc(S(=O)(=O)OCCOc2ccc3[nH]nc(S(=O)(=O)c4ccccc4)c3c2)cc1. Yields the product O=S(=O)(c1ccccc1)c1n[nH]c2ccc(OCCNC3CC3)cc12. As a reaction SMILES: [CH2:37]1[O:38][CH2:39][CH2:40][CH2:41]1.[CH:33]1([NH2:36])[CH2:34][CH2:35]1.[c:1]1([S:7](=[O:8])(=[O:9])[c:10]2[n:11][nH:12][c:13]3[cH:14][cH:15][c:16]([O:19][CH2:20][CH2:21][O:22][S:23]([c:24]4[cH:25][cH:26][c:27]([CH3:28])[cH:29][cH:30]4)(=[O:31])=[O:32])[cH:17][c:18]23)[cH:2][cH:3][cH:4][cH:5][cH:6]1>>[c:1]1([S:7](=[O:8])(=[O:9])[c:10]2[n:11][nH:12][c:13]3[cH:14][cH:15][c:16]([O:19][CH2:20][CH2:21][NH:36][CH:33]4[CH2:34][CH2:35]4)[cH:17][c:18]23)[cH:2][cH:3][cH:4][cH:5][cH:6]1.